Dataset: the Open Reaction Database (ORD), a public repository of structured organic reaction records. Task: describe an organic reaction: reactants, conditions, products, and yield The reactants are C(C)C1=NC(=NC=2N3C(C(NC12)=O)=C(N=C3CC)C)S(=O)(=O)C (4,9-Diethyl-7-methyl-2-(methylsulfonyl)imidazo[5,1-h]pteridin-6(5H)-one), NCC(CO)O (3-amino-1,2-propanediol). Run in CN1C(CCC1)=O (N-methylpyrrolidinone). Yields the product OC(CNC1=NC=2N3C(C(NC2C(=N1)CC)=O)=C(N=C3CC)C)CO (2-((2,3-Dihydroxypropyl)amino)-4,9-Diethyl-7-methylimidazo[5,1-h]pteridin-6(5H)-one). As a reaction SMILES: [CH2:1]([C:3]1[C:12]2[NH:11][C:10](=[O:13])[C:9]3=[C:14]([CH3:19])[N:15]=[C:16]([CH2:17][CH3:18])[N:8]3[C:7]=2[N:6]=[C:5](S(C)(=O)=O)[N:4]=1)[CH3:2].[NH2:24][CH2:25][CH:26]([OH:29])[CH2:27][OH:28]>CN1CCCC1=O>[OH:29][CH:26]([CH2:27][OH:28])[CH2:25][NH:24][C:5]1[N:4]=[C:3]([CH2:1][CH3:2])[C:12]2[NH:11][C:10](=[O:13])[C:9]3=[C:14]([CH3:19])[N:15]=[C:16]([CH2:17][CH3:18])[N:8]3[C:7]=2[N:6]=1. Procedure details: Prepared by the treatment of the product of Example 41b with 10 eq. of 3-amino-1,2-propanediol in N-methylpyrrolidinone at 100° C. for 18 hours. The mixture was poured on water to precipitate the product. The solids were filtered, washed with water, and then acetonitrile, to provide the title compound. The reactants are CCc1cc(CC(NC(C)=O)C(=O)NCCCCC(=O)OCC[Si](C)(C)C)ccc1N(C(=O)C(=O)OC(C)(C)C)c1ccccc1C(=O)OC(c1ccccc1)c1ccccc1, C1CCOC1, CCOC(C)=O. Yields the product CCc1cc(CC(NC(C)=O)C(=O)NCCCCC(=O)O)ccc1N(C(=O)C(=O)OC(C)(C)C)c1ccccc1C(=O)OC(c1ccccc1)c1ccccc1. RXN SMILES: [C:1]([CH3:2])(=[O:3])[NH:4][CH:5]([CH2:6][c:7]1[cH:8][c:9]([CH2:45][CH3:46])[c:10]([N:11]([c:12]2[c:13]([C:14](=[O:15])[O:16][CH:17]([c:18]3[cH:19][cH:20][cH:21][cH:22][cH:23]3)[c:24]3[cH:25][cH:26][cH:27][cH:28][cH:29]3)[cH:30][cH:31][cH:32][cH:33]2)[C:34]([C:35](=[O:36])[O:37][C:38]([CH3:39])([CH3:40])[CH3:41])=[O:42])[cH:43][cH:44]1)[C:47]([NH:48][CH2:49][CH2:50][CH2:51][CH2:52][C:53]([O:54][CH2:55][CH2:56][Si:57]([CH3:58])([CH3:59])[CH3:60])=[O:61])=[O:62].[CH2:63]1[O:64][CH2:65][CH2:66][CH2:67]1.[CH3:68][CH2:69][O:70][C:71](=[O:72])[CH3:73]>>[C:1]([CH3:2])(=[O:3])[NH:4][CH:5]([CH2:6][c:7]1[cH:8][c:9]([CH2:45][CH3:46])[c:10]([N:11]([c:12]2[c:13]([C:14](=[O:15])[O:16][CH:17]([c:18]3[cH:19][cH:20][cH:21][cH:22][cH:23]3)[c:24]3[cH:25][cH:26][cH:27][cH:28][cH:29]3)[cH:30][cH:31][cH:32][cH:33]2)[C:34]([C:35](=[O:36])[O:37][C:38]([CH3:39])([CH3:40])[CH3:41])=[O:42])[cH:43][cH:44]1)[C:47]([NH:48][CH2:49][CH2:50][CH2:51][CH2:52][C:53](=[O:54])[OH:61])=[O:62]. Starting materials: C(C1=CC=CC=C1)SCC1=CC=C(C=C1)NC(=O)C=1CCOC2=C(C1)C=C(C=C2)C2=CC=C(C=C2)C (N-(4-(benzylthiomethyl)-phenyl)-7-(4-methylphenyl)-2,3-dihydro-1-benzoxepine-4-carboxamide), ClC1=CC(=CC=C1)C(=O)OO (m-chloroperbenzoic acid), S(=S)(=O)([O-])[O-].[Na+].[Na+] (sodium thiosulfate). Solvent: ClCCl (dichloromethane). Reaction conditions: time 10 minute. Product: C(C1=CC=CC=C1)S(=O)CC1=CC=C(C=C1)NC(=O)C=1CCOC2=C(C1)C=C(C=C2)C2=CC=C(C=C2)C (N-(4-(benzylsulfinylmethyl)-phenyl)-7-(4-methylphenyl)-2,3-dihydro-1-benzoxepine-4-carboxamide). Isolated yield 64.6%. Reaction SMILES: [CH2:1]([S:8][CH2:9][C:10]1[CH:15]=[CH:14][C:13]([NH:16][C:17]([C:19]2[CH2:20][CH2:21][O:22][C:23]3[CH:29]=[CH:28][C:27]([C:30]4[CH:35]=[CH:34][C:33]([CH3:36])=[CH:32][CH:31]=4)=[CH:26][C:24]=3[CH:25]=2)=[O:18])=[CH:12][CH:11]=1)[C:2]1[CH:7]=[CH:6][CH:5]=[CH:4][CH:3]=1.ClC1C=CC=C(C(OO)=[O:45])C=1.S([O-])([O-])(=O)=S.[Na+].[Na+]>ClCCl>[CH2:1]([S:8]([CH2:9][C:10]1[CH:11]=[CH:12][C:13]([NH:16][C:17]([C:19]2[CH2:20][CH2:21][O:22][C:23]3[CH:29]=[CH:28][C:27]([C:30]4[CH:31]=[CH:32][C:33]([CH3:36])=[CH:34][CH:35]=4)=[CH:26][C:24]=3[CH:25]=2)=[O:18])=[CH:14][CH:15]=1)=[O:45])[C:2]1[CH:3]=[CH:4][CH:5]=[CH:6][CH:7]=1 |f:2.3.4|. Procedure details: To a solution of N-(4-(benzylthiomethyl)-phenyl)-7-(4-methylphenyl)-2,3-dihydro-1-benzoxepine-4-carboxamide (0.12g) in dichloromethane (25ml) was added 70% m-chloroperbenzoic acid (0.06g) at the temperature ranging from −20 to −10° C., and the mixture was stirred for 10 minutes. To the mixture was added sodium thiosulfate solution, and the mixture was concentrated and extracted with ethyl acetate. The organic layer was washed with sodium hydrogen carbonate solution, water and saturated sodium ch... The reactants are CN1C(C(C2=CC=CC=C12)=[N+]=[N-])=O (1-methyl-3-diazooxindole), CC(C#C)=O (3-butyn-2-one). The solvent is C1=CC=CC=C1 (benzene). Yields the product C(C)(=O)C1=NN2C(N(C=3C=CC=CC3C2=C1)C)=O (2-Acetyl-6-methylpyrazolo[1,5-c]quinazolin-5(6H)-one). RXN SMILES: [CH3:1][N:2]1[C:10]2[C:5](=[CH:6][CH:7]=[CH:8][CH:9]=2)[C:4](=[N+:11]=[N-:12])[C:3]1=[O:13].[CH3:14][C:15](=[O:18])[C:16]#[CH:17]>C1C=CC=CC=1>[C:15]([C:16]1[CH:17]=[C:4]2[N:11]([C:3](=[O:13])[N:2]([CH3:1])[C:10]3[CH:9]=[CH:8][CH:7]=[CH:6][C:5]=32)[N:12]=1)(=[O:18])[CH3:14]. Procedure: To a solution of 5.0 g (0.0288 mole) of 1-methyl-3-diazooxindole in 200 ml of benzene there is added 2.38 g (0.035 mole) of 3-butyn-2-one and the solution refluxed overnight. The reactants are ClC1=C(CBr)C=CC(=C1)C(F)(F)F (2-chloro-4-(trifluoromethyl)benzyl bromide), compound ( 41 ), [H-].[Na+] (sodium hydride), FC(CCC(C#N)C#N)(F)F ((3,3,3-trifluoropropyl)malononitrile). Solvent: CN(C=O)C (N,N-dimethylformamide). The product is ClC1=C(CC(C#N)(C#N)CCC(F)(F)F)C=CC(=C1)C(F)(F)F (2-(2-chloro-4-(trifluoromethyl)benzyl)-2-(3,3,3-trifluoropropyl)malononitrile). Yield: 39.0%. As a reaction SMILES: [Cl:1][C:2]1[CH:9]=[C:8]([C:10]([F:13])([F:12])[F:11])[CH:7]=[CH:6][C:3]=1[CH2:4]Br.[H-].[Na+].[F:16][C:17]([F:26])([F:25])[CH2:18][CH2:19][CH:20]([C:23]#[N:24])[C:21]#[N:22]>CN(C)C=O>[Cl:1][C:2]1[CH:9]=[C:8]([C:10]([F:13])([F:12])[F:11])[CH:7]=[CH:6][C:3]=1[CH2:4][C:20]([CH2:19][CH2:18][C:17]([F:16])([F:25])[F:26])([C:21]#[N:22])[C:23]#[N:24] |f:1.2|. Procedure: Using 0.10 g of 2-chloro-4-(trifluoromethyl)benzyl bromide, 3 ml of N,N-dimethylformamide, 0.05 g of sodium hydride (60% in oil), and 0.1.7 g of (3,3,3-trifluoropropyl)malononitrile, and according to the process described in the Production Example 26, there was obtained 0.05 g of 2-(2-chloro-4-(trifluoromethyl)benzyl)-2-(3,3,3-trifluoropropyl)malononitrile (the present compound (41)). Reactants: C(CCC)N1C(NC(C1=O)=CC1=C(C=C(C(=C1)OC)OC)OC)=O (3-n-Butyl-5-(2,4,5-trimethoxybenzylidene) hydantoin). Reagents/catalysts: [Pd] (Pd/C). Run in C(C)(=O)O (acetic acid). Product: C(CCC)N1C(NC(C1=O)CC1=C(C=C(C(=C1)OC)OC)OC)=O (3-n-Butyl-5-(2,4,5-trimethoxybenzyl) hydantoin). As a reaction SMILES: [CH2:1]([N:5]1[C:9](=[O:10])[C:8](=[CH:11][C:12]2[CH:17]=[C:16]([O:18][CH3:19])[C:15]([O:20][CH3:21])=[CH:14][C:13]=2[O:22][CH3:23])[NH:7][C:6]1=[O:24])[CH2:2][CH2:3][CH3:4]>[Pd].C(O)(=O)C>[CH2:1]([N:5]1[C:9](=[O:10])[CH:8]([CH2:11][C:12]2[CH:17]=[C:16]([O:18][CH3:19])[C:15]([O:20][CH3:21])=[CH:14][C:13]=2[O:22][CH3:23])[NH:7][C:6]1=[O:24])[CH2:2][CH2:3][CH3:4]. Procedure: 3-n-Butyl-5-(2,4,5-trimethoxybenzylidene) hydantoin (10.0 g; 0.03 mole) was mixed with glacial acetic acid (150 ml.) and hydrogenated in a Parr apparatus in the presence of 5% Pd/C (2 g). After 2 hours the catalyst was filtered off, washed with warm acetic acid and the colourless filtrate evaporated in vacuo to give a white crystalline solid. Recrystallisation from ethyl acetate gave the title compound, yield 9.2 g (91% ), m.p. 122° C. Reactants: C(C)(=O)O (acetic acid), C[O-].[Na+] (Sodium methoxide), CO (methanol), ClC1=C(C(=CC=C1)Cl)NS(=O)(=O)C1=NN2C(C=C(C=C2OC)Cl)=N1 (N-(2,6-dichlorophenyl)-5-methoxy-7-chloro[1,2,4]triazolo[1,5-a]pyridine-2-sulfonamide). Solvent: CS(=O)C (dimethyl sulfoxide), ClCCl (dichloromethane). The product is ClC1=C(C(=CC=C1)Cl)NS(=O)(=O)C1=NN2C(C=C(C=C2OC)OC)=N1 (N-(2,6-Dichlorophenyl)-5,7-dimethoxy[1,2,4]triazolo[1,5-a]pyridine-2-sulfonamide). As a reaction SMILES: C[O-].[Na+].CO.[Cl:6][C:7]1[CH:12]=[CH:11][CH:10]=[C:9]([Cl:13])[C:8]=1[NH:14][S:15]([C:18]1[N:29]=[C:21]2[CH:22]=[C:23](Cl)[CH:24]=[C:25]([O:26][CH3:27])[N:20]2[N:19]=1)(=[O:17])=[O:16].[C:30](O)(=[O:32])C>CS(C)=O.ClCCl>[Cl:6][C:7]1[CH:12]=[CH:11][CH:10]=[C:9]([Cl:13])[C:8]=1[NH:14][S:15]([C:18]1[N:29]=[C:21]2[CH:22]=[C:23]([O:32][CH3:30])[CH:24]=[C:25]([O:26][CH3:27])[N:20]2[N:19]=1)(=[O:17])=[O:16] |f:0.1|. Reported procedure: Sodium methoxide in methanol (3.0 mL of 25 percent solution, 0.71 g, 0.013 mol) was added to a solution of N-(2,6-dichlorophenyl)-5-methoxy-7-chloro[1,2,4]triazolo[1,5-a]pyridine-2-sulfonamide (0.66 g, 0.0016 mol) in dimethyl sulfoxide (30 mL) with stirring over several hours. The mixture was allowed to react and was then acidified with acetic acid and diluted with dichloromethane. The resulting organic phase was recovered and washed with water and the volatiles were removed by evaporation under... Reactants: Fc1ccc(C(F)(F)F)cc1Br, O=C([O-])[O-], Cc1ccccc1, [Cs+], [Cs+], CC(=O)[O-], CC(=O)[O-], O, OC1CCNC1, [Pd+2], c1ccc(P(c2ccccc2)c2ccc3ccccc3c2-c2c(P(c3ccccc3)c3ccccc3)ccc3ccccc23)cc1. Product: OC1CCN(c2cc(C(F)(F)F)ccc2F)C1. RXN SMILES: [Br:1][c:2]1[c:3]([F:12])[cH:4][cH:5][c:6]([C:8]([F:9])([F:10])[F:11])[cH:7]1.[C:65](=[O:66])([O-:67])[O-:68].[CH3:71][c:72]1[cH:73][cH:74][cH:75][cH:76][cH:77]1.[Cs+:69].[Cs+:70].[O-:79][C:80]([CH3:81])=[O:82].[O-:83][C:84]([CH3:85])=[O:86].[OH2:87].[OH:13][CH:14]1[CH2:15][NH:16][CH2:17][CH2:18]1.[Pd+2:78].[c:19]1([P:20]([c:21]2[cH:22][cH:23][cH:24][cH:25][cH:26]2)[c:27]2[cH:28][cH:29][c:30]3[c:31]([cH:32][cH:33][cH:34][cH:35]3)[c:36]2-[c:37]2[c:38]3[c:39]([cH:40][cH:41][cH:42][cH:43]3)[cH:44][cH:45][c:46]2[P:47]([c:48]2[cH:49][cH:50][cH:51][cH:52][cH:53]2)[c:54]2[cH:55][cH:56][cH:57][cH:58][cH:59]2)[cH:60][cH:61][cH:62][cH:63][cH:64]1>>[c:2]1([N:16]2[CH2:15][CH:14]([OH:13])[CH2:18][CH2:17]2)[c:3]([F:12])[cH:4][cH:5][c:6]([C:8]([F:9])([F:10])[F:11])[cH:7]1. Starting materials: CC1(C(CCC1)=O)C(=O)OC (methyl 1-methyl-2-oxocyclopentanecarboxylate), C(C)(C)(C)O[AlH-](OC(C)(C)C)OC(C)(C)C.[Li+] (lithium tri-t-butoxyaluminohydride). Solvent: C1CCOC1 (THF). Run at time 1 hour. Product: CC1(C(CCC1)O)C(=O)OC (methyl 1-methyl-2-hydroxycyclopentanecarboxylate). As a reaction SMILES: [CH3:1][C:2]1([C:8]([O:10][CH3:11])=[O:9])[CH2:6][CH2:5][CH2:4][C:3]1=[O:7].C(O[AlH-](OC(C)(C)C)OC(C)(C)C)(C)(C)C.[Li+]>C1COCC1>[CH3:1][C:2]1([C:8]([O:10][CH3:11])=[O:9])[CH2:6][CH2:5][CH2:4][CH:3]1[OH:7] |f:1.2|. Procedure: To methyl 1-methyl-2-oxocyclopentanecarboxylate (20.0 g=128 mmol) in THF (800 ml) add portionwise lithium tri-t-butoxyaluminohydride (40.7 g=160 mmol). Stir 1 hr and partition between Et2O and 1.0N HCl. Dry and concentrate to obtain methyl 1-methyl-2-hydroxycyclopentanecarboxylate, largely the 1β-methyl-2β-hydroxy isomer, as an oil.